This data is from the Open Reaction Database (ORD), a public repository of structured organic reaction records. The task is: describe an organic reaction: reactants, conditions, products, and yield The reactants are CCOC(=O)C (EtOAc), C(=O)(O)[O-].[Na+] (NaHCO3), FC=1C(=NC(=NC1)C1=CN(C2=NC=C(C=C21)F)S(=O)(=O)C2=CC=C(C=C2)C)N[C@H](CC(CO)O)C(C)(C)C ((4R)-4-[[5-fluoro-2-[5-fluoro-1-(p-tolylsulfonyl)pyrrolo[2,3-b]pyridin-3-yl]pyrimidin-4-yl]amino]-5,5-dimethyl-hexane-1,2-diol), FC=1C(=NC(=NC1)C1=CN(C2=NC=C(C=C21)F)S(=O)(=O)C2=CC=C(C)C=C2)N[C@H](CC(CO)O)C(C)(C)C ((4R)-4-((5-fluoro-2-(5-fluoro-1-tosyl-1H-pyrrolo[2,3-b]pyridin-3-yl)pyrimidin-4-yl)amino)-5,5-dimethylhexane-1,2-diol), C[O-].[Na+] (sodium methoxide). Solvent: C1CCOC1 (THF). Run at time 5 minute. The product is FC=1C(=NC(=NC1)C1=CNC2=NC=C(C=C21)F)N[C@H](CC(CO)O)C(C)(C)C ((4R)-4-((5-fluoro-2-(5-fluoro-1H-pyrrolo[2,3-b]pyridin-3-yl)pyrimidin-4-yl)amino)-5,5-dimethylhexane-1,2-diol). Reaction SMILES: [F:1][C:2]1[C:3]([NH:28][C@@H:29]([C:35]([CH3:38])([CH3:37])[CH3:36])[CH2:30][CH:31]([OH:34])[CH2:32][OH:33])=[N:4][C:5]([C:8]2[C:16]3[C:11](=[N:12][CH:13]=[C:14]([F:17])[CH:15]=3)[N:10](S(C3C=CC(C)=CC=3)(=O)=O)[CH:9]=2)=[N:6][CH:7]=1.C[O-].[Na+].CCOC(C)=O.C([O-])(O)=O.[Na+]>C1COCC1>[F:1][C:2]1[C:3]([NH:28][C@@H:29]([C:35]([CH3:38])([CH3:37])[CH3:36])[CH2:30][CH:31]([OH:34])[CH2:32][OH:33])=[N:4][C:5]([C:8]2[C:16]3[C:11](=[N:12][CH:13]=[C:14]([F:17])[CH:15]=3)[NH:10][CH:9]=2)=[N:6][CH:7]=1 |f:1.2,4.5|. Procedure: To a solution of (4R)-4-[[5-fluoro-2-[5-fluoro-1-(p-tolylsulfonyl)pyrrolo[2,3-b]pyridin-3-yl]pyrimidin-4-yl]amino]-5,5-dimethyl-hexane-1,2-diol, 191a, (0.140 g, 0.257 mmol) in THF (10 mL) was added sodium methoxide (0.055 g of 25% w/w solution, 0.257 mmol). The reaction mixture was stirred at room temperature for 5 minutes. The reaction mixture was diluted into EtOAc and aqueous saturated NaHCO3 solution. The organic phase was dried over MgSO4, filtered and concentrated in vacuo. The crude resid... The reactants are O=C([O-])[O-], CC(C)=O, O=C(CCl)Nc1cccc(C(F)(F)F)c1, [K+], [K+], CSc1nc(N)nc(S)c1C#N. The product is CSc1nc(N)nc(SCC(=O)Nc2cccc(C(F)(F)F)c2)c1C#N. RXN SMILES: [C:28](=[O:29])([O-:30])[O-:31].[CH3:34][C:35](=[O:36])[CH3:37].[Cl:13][CH2:14][C:15](=[O:16])[NH:17][c:18]1[cH:19][c:20]([C:24]([F:25])([F:26])[F:27])[cH:21][cH:22][cH:23]1.[K+:32].[K+:33].[NH2:1][c:2]1[n:3][c:4]([S:11][CH3:12])[c:5]([C:9]#[N:10])[c:6]([SH:8])[n:7]1>>[NH2:1][c:2]1[n:3][c:4]([S:11][CH3:12])[c:5]([C:9]#[N:10])[c:6]([S:8][CH2:14][C:15](=[O:16])[NH:17][c:18]2[cH:19][c:20]([C:24]([F:25])([F:26])[F:27])[cH:21][cH:22][cH:23]2)[n:7]1. Reactants: CCCCCC (hexane), COC(CNC)OC (methylaminoacetaldehyde dimethylacetal), C1=CC=CC=C1 (benzene), COC(C)C1=NN=C(S1)N=C=O (5-(1-methoxyethyl)-1,3,4-thiadiazol-2-yl isocyanate). Solvent: C(C)OCC (diethylether). Product: COC(C)C1=NN=C(S1)NC(N(CC(OC)OC)C)=O (3-[5-(1-methoxyethyl)-1,3,4-thiadiazol-2-yl]-1-methyl-1-(2,2-dimethoxyethyl)urea). The yield is 94.2%. Reaction SMILES: [CH3:1][O:2][CH:3]([O:7][CH3:8])[CH2:4][NH:5][CH3:6].C1C=CC=CC=1.[CH3:15][O:16][CH:17]([C:19]1[S:23][C:22]([N:24]=[C:25]=[O:26])=[N:21][N:20]=1)[CH3:18].CCCCCC>C(OCC)C>[CH3:15][O:16][CH:17]([C:19]1[S:23][C:22]([NH:24][C:25](=[O:26])[N:5]([CH3:6])[CH2:4][CH:3]([O:7][CH3:8])[O:2][CH3:1])=[N:21][N:20]=1)[CH3:18]. Procedure: At ambient temperatures, 5.4 grams (0.045 mole) of methylaminoacetaldehyde dimethylacetal was slowly added to a 50 milliliter benzene solution containing 8.4 grams (0.045 equivalents) of the 5-(1-methoxyethyl)-1,3,4-thiadiazol-2-yl isocyanate dimer (prepared above). The resulting solution was refluxed for 20 minutes; hexane was added resulting in the formation of an oil, the mixture was topped on a roto-vac at 70° C. to 13.2 grams of a hazy viscous oil which was dissolved in diethylether, and fi... Starting materials: NC(=O)N (urea), C[O-].[Na+] (sodium methoxide), CO (MeOH), O=C1[C@H](CN(CC1)[C@@H](C)C1=CC=CC=C1)C(=O)OCC ((S)-ethyl 4-oxo-1-((S)-1-phenylethyl)piperidine-3-carboxylate). Solvent: C1CCOC1 (THF), O (water), CCOC(=O)C (EtOAc). Yields the product C1(=CC=CC=C1)[C@H](C)N1CC2=C(N=C(N=C2O)O)CC1 ((S)-6-(1-phenylethyl)-5,6,7,8-tetrahydropyrido[4,3-d]pyrimidine-2,4-diol). RXN SMILES: [NH2:1][C:2]([NH2:4])=[O:3].C[O-].[Na+].CO.O=[C:11]1[CH2:16][CH2:15][N:14]([C@H:17]([C:19]2[CH:24]=[CH:23][CH:22]=[CH:21][CH:20]=2)[CH3:18])[CH2:13][C@@H:12]1[C:25](OCC)=[O:26]>C1COCC1.O.CCOC(C)=O>[C:19]1([C@@H:17]([N:14]2[CH2:15][CH2:16][C:11]3[N:1]=[C:2]([OH:3])[N:4]=[C:25]([OH:26])[C:12]=3[CH2:13]2)[CH3:18])[CH:20]=[CH:21][CH:22]=[CH:23][CH:24]=1 |f:1.2|. Procedure: A combination of urea (0.37 g, 15.6 mmol), sodium methoxide (1.47 g, 27.2 mmol) and MeOH (50 mL) was cooled to 0° C. and then a solution of (S)-ethyl 4-oxo-1-((S)-1-phenylethyl)piperidine-3-carboxylate (9.0 g, 7.8 mmol) in THF was added. The reaction mixture was allowed to warm to rt and then warmed to 60° C. and heated for 3 h. The mixture was diluted with water and EtOAc and the organic layer was then separated, dried (Na2SO4), filtered and concentrated. The residue was purified by FCC (8-10% ... Starting materials: C(C)(C)C=1C(=CC(=C(C1)C=1N(C(=NN1)S(=O)(=O)CCCN(C)C)C1=CC=C(C=C1)OC)OCOC)OCOC ({3-[5-(5-isopropyl-2,4-bis-methoxymethoxy-phenyl)-4-(4-methoxy-phenyl)-4H-[1,2,4]triazole-3-sulfonyl]-propyl}-dimethylamine), Cl (hydrochloric acid), C(O)([O-])=O.[Na+] (sodium hydrogencarbonate). The solvent is C(C)O (ethanol). Conditions: temperature 50 celsius, time 5 hour. Product: CN(CCCS(=O)(=O)C=1N(C(=NN1)C1=C(C=C(C(=C1)C(C)C)O)O)C1=CC=C(C=C1)OC)C (4-[5-(3-dimethylamino-propane-1-sulfonyl)-4-(4-methoxy-phenyl)-4H-[1,2,4]triazol-3-yl]-6-isopropyl-benzene-1,3-diol). The yield is 35.7%. Reaction SMILES: [CH:1]([C:4]1[C:5]([O:36]COC)=[CH:6][C:7]([O:32]COC)=[C:8]([C:10]2[N:11]([C:24]3[CH:29]=[CH:28][C:27]([O:30][CH3:31])=[CH:26][CH:25]=3)[C:12]([S:15]([CH2:18][CH2:19][CH2:20][N:21]([CH3:23])[CH3:22])(=[O:17])=[O:16])=[N:13][N:14]=2)[CH:9]=1)([CH3:3])[CH3:2].Cl.C(=O)([O-])O.[Na+]>C(O)C>[CH3:23][N:21]([CH3:22])[CH2:20][CH2:19][CH2:18][S:15]([C:12]1[N:11]([C:24]2[CH:25]=[CH:26][C:27]([O:30][CH3:31])=[CH:28][CH:29]=2)[C:10]([C:8]2[CH:9]=[C:4]([CH:1]([CH3:3])[CH3:2])[C:5]([OH:36])=[CH:6][C:7]=2[OH:32])=[N:14][N:13]=1)(=[O:17])=[O:16] |f:2.3|. Reported procedure: {3-[5-(5-isopropyl-2,4-bis-methoxymethoxy-phenyl)-4-(4-methoxy-phenyl)-4H-[1,2,4]triazole-3-sulfonyl]-propyl}-dimethylamine (6.8 g, crude F68-02 in the previous step), ethanol (50 mL) and 3 N hydrochloric acid (50 mL) were placed in a 200 mL eggplant shaped flask and the mixture was stirred at 50° C. for 5 hours. After completing the reaction, the reaction mixture was neutralized with saturated sodium hydrogencarbonate, extracted twice with ethyl acetate. The organic layer was washed 4 times wit... The product is Cl.NCCCC(=O)OC (Methyl 4-Aminobutanoate Hydrochloride). Procedure details: Anhydrous HCl was slowly bubbled into a heterogeneous mixture of 20.64 g (0.2 mole) of 4-aminobutyric acid in 200 ml of methanol at room temperature. After adding the HCl for about 5 minutes the reaction mixture warmed to a gentle reflux at which time it was submerged into a 0° C. ice bath. HCl addition was continued for an additional 5 minutes after the reaction mixture was cooled. The reaction mixture was then placed under nitrogen and refluxed for 17 hours. The solvent was evaporated in vacuo... The reactants are Cl (HCl), Cl (HCl), NCCCC(=O)O (4-aminobutyric acid), CO (methanol), Cl (HCl). Conditions: time 5 minute. As a reaction SMILES: [ClH:1].[NH2:2][CH2:3][CH2:4][CH2:5][C:6]([OH:8])=[O:7].[CH3:9]O>>[ClH:1].[NH2:2][CH2:3][CH2:4][CH2:5][C:6]([O:8][CH3:9])=[O:7] |f:3.4|. Reactants: FC=1C=C2CC(NC2=CC1)=O (5-fluoro-1,3-dihydro-indol-2-one), C[Si](C)(C)[N-][Si](C)(C)C.[Li+] (lithium bis(trimethylsilyl)amide), Cl (HCl), OCCOCCN1CCN(CC1)CCCC1=CC=C2C(=N1)COC2=O (2-(3-{4-[2-(2-Hydroxy-ethoxy)-ethyl]-piperazin-1-yl}-propyl)-7H-furo[3,4-b]pyridin-5-one), ice water, C(=O)(O)[O-].[Na+] (NaHCO3). The solvent is C1CCOC1 (THF), C1CCOC1 (THF). Run at temperature 60 celsius, time 10 minute. The product is FC=1C=C2C(C(NC2=CC1)=O)=C1OCC2=NC(=CC=C21)CCCN2CCN(CC2)CCOCCO (5-Fluoro-3-[2-(3-{4-[2-(2-hydroxy-ethoxy)-ethyl]-piperazin-1-yl}-propyl)-7H-furo[3,4-b]pyridin-5-ylidene]-1,3-dihydro-indol-2-one). Isolated yield 34.1%. As a reaction SMILES: [F:1][C:2]1[CH:3]=[C:4]2[C:8](=[CH:9][CH:10]=1)[NH:7][C:6](=[O:11])[CH2:5]2.C[Si]([N-][Si](C)(C)C)(C)C.[Li+].[OH:22][CH2:23][CH2:24][O:25][CH2:26][CH2:27][N:28]1[CH2:33][CH2:32][N:31]([CH2:34][CH2:35][CH2:36][C:37]2[N:42]=[C:41]3[CH2:43][O:44][C:45](=O)[C:40]3=[CH:39][CH:38]=2)[CH2:30][CH2:29]1.Cl.C([O-])(O)=O.[Na+]>C1COCC1>[F:1][C:2]1[CH:3]=[C:4]2[C:8](=[CH:9][CH:10]=1)[NH:7][C:6](=[O:11])[C:5]2=[C:45]1[C:40]2[C:41](=[N:42][C:37]([CH2:36][CH2:35][CH2:34][N:31]3[CH2:30][CH2:29][N:28]([CH2:27][CH2:26][O:25][CH2:24][CH2:23][OH:22])[CH2:33][CH2:32]3)=[CH:38][CH:39]=2)[CH2:43][O:44]1 |f:1.2,5.6|. Procedure: A solution of 5-fluoro-1,3-dihydro-indol-2-one (143 mg, 0.95 mmol) in THF (4 mL) at room temperature is treated with lithium bis(trimethylsilyl)amide (1.0 M solution in tetrahydrofuran, 2.2 mL, 2.2 mmol) and stirred for 10 min. A solution of 2-(3-{4-[2-(2-Hydroxy-ethoxy)-ethyl]-piperazin-1-yl}-propyl)-7H-furo[3,4-b]pyridin-5-one (110 mg, 0.31 mmol) in anhydrous THF (2 mL) is added. The reaction mixture is stirred at room temperature for 2 h. The reaction mixture is poured into aqueous 2N HCl (10... Reactants: CC1=CC=C(C=C1)S (4-methylthiophenol), ClC=1C=CC(=C(C1)N(C(OC(C)(C)C)=O)C)[N+](=O)[O-] (t-butyl N-(5-chloro-2-nitrophenyl)-N-methylcarbamate), [H-].[Na+] (sodium hydride). The solvent is CN(C=O)C (N,N-dimethylformamide). Product: CN(C(OC(C)(C)C)=O)C1=C(C=CC(=C1)SC1=CC=C(C=C1)C)[N+](=O)[O-] (t-Butyl N-methyl-N-[5-(4-methylthiophenoxy)-2-nitrophenyl]carbamate). Isolated yield 98.0%. Reaction SMILES: [CH3:1][C:2]1[CH:7]=[CH:6][C:5]([SH:8])=[CH:4][CH:3]=1.Cl[C:10]1[CH:11]=[CH:12][C:13]([N+:25]([O-:27])=[O:26])=[C:14]([N:16]([CH3:24])[C:17](=[O:23])[O:18][C:19]([CH3:22])([CH3:21])[CH3:20])[CH:15]=1.[H-].[Na+]>CN(C)C=O>[CH3:24][N:16]([C:14]1[CH:15]=[C:10]([S:8][C:5]2[CH:6]=[CH:7][C:2]([CH3:1])=[CH:3][CH:4]=2)[CH:11]=[CH:12][C:13]=1[N+:25]([O-:27])=[O:26])[C:17](=[O:23])[O:18][C:19]([CH3:22])([CH3:20])[CH3:21] |f:2.3|. Procedure details: In a similar manner to that described in Reference Example 6, a reaction was carried out using 4-methylthiophenol (0.98 g), t-butyl N-(5-chloro-2-nitrophenyl)-N-methylcarbamate (2.00 g), sodium hydride (55 wt. %, 0.31 g) and anhydrous N,N-dimethylformamide (60 ml) and the reaction mixture was purified to give the title compound (2.56 g). Reactants: CCCC[N+](CCCC)(CCCC)CCCC.[F-] (TBAF), CN1C(N(C(C=2C1=CN(C2C=2C=C(C#N)C=CC2)COCC[Si](C)(C)C)=O)C)=O (3-(1,3-Dimethyl-2,4-dioxo-6-((2-(trimethylsilyl)ethoxy)methyl)-2,3,4,6-tetrahydro-1H-pyrrolo[3,4-d]pyrimidin-5-yl)benzonitrile). Solvent: C1CCOC1 (THF). Reaction conditions: temperature 60 celsius, time 1 hour. Yields the product CN1C(N(C(C=2C1=CNC2C=2C=C(C#N)C=CC2)=O)C)=O (3-(1,3-Dimethyl-2,4-dioxo-2,3,4,6-tetrahydro-1H-pyrrolo[3,4-d]pyrimidin-5-yl)benzonitrile). Reaction SMILES: CCCC[N+](CCCC)(CCCC)CCCC.[F-].[CH3:19][N:20]1[C:25]2=[CH:26][N:27](COCC[Si](C)(C)C)[C:28]([C:29]3[CH:30]=[C:31]([CH:34]=[CH:35][CH:36]=3)[C:32]#[N:33])=[C:24]2[C:23](=[O:45])[N:22]([CH3:46])[C:21]1=[O:47]>C1COCC1>[CH3:19][N:20]1[C:25]2=[CH:26][NH:27][C:28]([C:29]3[CH:30]=[C:31]([CH:34]=[CH:35][CH:36]=3)[C:32]#[N:33])=[C:24]2[C:23](=[O:45])[N:22]([CH3:46])[C:21]1=[O:47] |f:0.1|. Procedure details: TBAF solution (20.3 mL, 20.3 mmol) was added to a suspension of 3-(1,3-dimethyl-2,4-dioxo-6-((2-(trimethylsilyl)ethoxy)methyl)-2,3,4,6-tetrahydro-1H-pyrrolo[3,4-d]pyrimidin-5-yl)benzonitrile (step 3) (832 mg, 2.0 mmol) in THF (6 mL), giving a solution which was stirred at 60° C. for 1 hour. Most of the organic solvent was removed from the reaction mixture, water (100 mL) was added and the mixture was stirred for 5 minutes The aqueous suspension was extracted with chloroform (4×100 mL). A large a... The reactants are CS(C)=O, Nc1ccc2ccc(=O)[nH]c2c1, O=C(O)c1ccc(-c2ccccc2)nc1. The product is O=C(Nc1ccc2ccc(=O)[nH]c2c1)c1ccc(-c2ccccc2)nc1. As a reaction SMILES: [CH3:28][S:29]([CH3:30])=[O:31].[NH2:1][c:2]1[cH:3][cH:4][c:5]2[cH:6][cH:7][c:8](=[O:12])[nH:9][c:10]2[cH:11]1.[c:13]1(-[c:19]2[n:20][cH:21][c:22]([C:23](=[O:24])[OH:25])[cH:26][cH:27]2)[cH:14][cH:15][cH:16][cH:17][cH:18]1>>[NH:1]([c:2]1[cH:3][cH:4][c:5]2[cH:6][cH:7][c:8](=[O:12])[nH:9][c:10]2[cH:11]1)[C:23]([c:22]1[cH:21][n:20][c:19](-[c:13]2[cH:14][cH:15][cH:16][cH:17][cH:18]2)[cH:27][cH:26]1)=[O:24].